This data is from the Open Reaction Database (ORD), a public repository of structured organic reaction records. The task is: describe an organic reaction: reactants, conditions, products, and yield Reactants: Cl (hydrogen chloride), 1,000g, ClC=1C=C(C=CC1)NN (3-chlorophenylhydrazine), C=1(CCCCCN1)O.COC (caprolactim methyl-ether). Reported procedure: 300 G of hydrogen chloride gas were introduced into a solution of 1,000g(7 moles) of 3-chlorophenylhydrazine and 980 g (7.7 moles) of caprolactim-methyl-ether in 4,000 ml of methanol at 10° to 20°C while stirring and cooling with an ice bath, and the reaction mixture was kept for a further hour at 20°C, raised to the reflux temperature and kept at 65°C for 11/2 hours. After cooling, the crystals which had separated out were filtered off and further crystal fractions were isolated by concentratin... Product: Cl.ClC=1C=C(C=CC1)NN=C1CCCCCN1 (caprolactam-(3-chlorophenylhydrazone) hydrochloride). Yield: 96.0%. Solvent: CO (methanol). As a reaction SMILES: Cl.[Cl:2][C:3]1[CH:4]=[C:5]([NH:9][NH2:10])[CH:6]=[CH:7][CH:8]=1.[C:11]1(O)[CH2:12][CH2:13][CH2:14][CH2:15][CH2:16][N:17]=1.COC>CO>[ClH:2].[Cl:2][C:3]1[CH:4]=[C:5]([NH:9][N:10]=[C:11]2[NH:17][CH2:16][CH2:15][CH2:14][CH2:13][CH2:12]2)[CH:6]=[CH:7][CH:8]=1 |f:2.3,5.6|. Starting materials: CN(C1=NC=CC=C1)CCOC1=CC=C(CC2C(NC(S2)=O)=O)C=C1 (5-[4-[2-(N-methyl-N-(2-pyridyl)amino)ethoxy]benzyl]thiazolidine-2,4-dione), C(\C=C/C(=O)O)(=O)O (maleic acid), CC(=O)C (acetone). Product: C(\C=C/C(=O)O)(=O)O.CN(C1=NC=CC=C1)CCOC1=CC=C(CC2C(NC(S2)=O)=O)C=C1.C(\C=C/C(=O)O)(=O)O (maleate salt 5-[4-[2-(N-methyl-N-(2-pyridyl)amino)ethoxy]benzyl]thiazolidine-2,4-dione maleate), CN(CCOC=1C=CC(=CC1)CC2C(=O)NC(=O)S2)C=3C=CC=CN3.C(=C\C(=O)O)\C(=O)O (rosiglitazone maleate). RXN SMILES: [CH3:1][N:2]([CH2:9][CH2:10][O:11][C:12]1[CH:25]=[CH:24][C:15]([CH2:16][CH:17]2[S:21][C:20](=[O:22])[NH:19][C:18]2=[O:23])=[CH:14][CH:13]=1)[C:3]1[CH:8]=[CH:7][CH:6]=[CH:5][N:4]=1.[C:26]([OH:33])(=[O:32])/[CH:27]=[CH:28]\[C:29]([OH:31])=[O:30].CC(C)=O>>[C:26]([OH:33])(=[O:32])/[CH:27]=[CH:28]\[C:29]([OH:31])=[O:30].[CH3:1][N:2]([CH2:9][CH2:10][O:11][C:12]1[CH:25]=[CH:24][C:15]([CH2:16][CH:17]2[S:21][C:20](=[O:22])[NH:19][C:18]2=[O:23])=[CH:14][CH:13]=1)[C:3]1[CH:8]=[CH:7][CH:6]=[CH:5][N:4]=1.[C:26]([OH:33])(=[O:32])/[CH:27]=[CH:28]\[C:29]([OH:31])=[O:30].[CH3:1][N:2]([C:3]1[CH:8]=[CH:7][CH:6]=[CH:5][N:4]=1)[CH2:9][CH2:10][O:11][C:12]1[CH:25]=[CH:24][C:15]([CH2:16][CH:17]2[S:21][C:20](=[O:22])[NH:19][C:18]2=[O:23])=[CH:14][CH:13]=1.[CH:27](/[C:26]([OH:33])=[O:32])=[CH:28]/[C:29]([OH:31])=[O:30] |f:3.4.5,6.7|. Reported procedure: In the final step of salt formation, rosiglitazone (V) and maleic acid were refluxed in acetone at 50° to 55° C. to obtain the maleate salt 5-[4-[2-(N-methyl-N-(2-pyridyl)amino)ethoxy]benzyl]thiazolidine-2,4-dione maleate (1), namely rosiglitazone maleate in high yield of 90 to 95% with high grade purity and low moisture content to be effectively dry and free flowing so that it can easily be converted into a pharmaceutical composition. The reactants are CC1=C(C=CC(=C1)C)N (2,4-dimethylphenylamine), BrC1=C(C=C(C=C1)C)C (1-bromo-2,4-dimethylbenzene), C(C)(C)(C)P(=O)C(C)(C)C (2-tert-butylphosphinoyl-2-methylpropane), P(=O)([O-])([O-])[O-].[K+].[K+].[K+] (tripotassium phosphate). The reagents and catalysts are C(C)(=O)[O-].[Pd+2].C(C)(=O)[O-] (palladium acetate). The solvent is CN(C=O)C (dimethylformamide). The product is CC1=C(C=CC(=C1)C)NC1=C(C=C(C=C1)C)C (bis(2,4-dimethylphenyl)amine). As a reaction SMILES: [CH3:1][C:2]1[CH:7]=[C:6]([CH3:8])[CH:5]=[CH:4][C:3]=1[NH2:9].Br[C:11]1[CH:16]=[CH:15][C:14]([CH3:17])=[CH:13][C:12]=1[CH3:18].C(P(C(C)(C)C)=O)(C)(C)C.P([O-])([O-])([O-])=O.[K+].[K+].[K+]>C([O-])(=O)C.[Pd+2].C([O-])(=O)C.CN(C)C=O>[CH3:1][C:2]1[CH:7]=[C:6]([CH3:8])[CH:5]=[CH:4][C:3]=1[NH:9][C:11]1[CH:16]=[CH:15][C:14]([CH3:17])=[CH:13][C:12]=1[CH3:18] |f:3.4.5.6,7.8.9|. Reported procedure: Into a 1 liter three-necked reaction vessel fitted with a cooling tube and a mechanical stirrer, 133 g (1.1 mols) of 2,4-dimethylphenylamine, 185 g (1.0 mol) of 1-bromo-2,4-dimethylbenzene, 11.2 g (0.05 mol) of palladium acetate, 32.4 g (0.2 mol) of 2-tert-butylphosphinoyl-2-methylpropane, 212 g (1.0 mol) of tripotassium phosphate and 500 mL of dimethylformamide were introduced to effect reflux for 12 hours in a nitrogen gas atmosphere and with heating in an oil bath. After the reaction was comp... As a reaction SMILES: [ClH:14].[F:1][C:2]1([F:13])[CH2:3][CH2:4][CH:5]([C:8](=[O:9])[O:10][CH2:11][CH3:12])[CH2:6][CH2:7]1.[NH4+:15].[OH-:16]>>[F:1][C:2]1([F:13])[CH2:3][CH2:4][CH:5]([C:8](=[O:9])[OH:10])[CH2:6][CH2:7]1. Reactants: Cl, CCOC(=O)C1CCC(F)(F)CC1, [NH4+], [OH-]. Yields the product O=C(O)C1CCC(F)(F)CC1. Starting materials: Br, O=C([O-])O, CCN1CCc2cc(OC)cc(OC)c2C1, [Na+]. The product is CCN1CCc2cc(O)cc(OC)c2C1. Reaction SMILES: [BrH:22].[C:17](=[O:18])([O-:19])[OH:20].[CH2:1]([CH3:2])[N:3]1[CH2:4][c:5]2[c:6]([O:15][CH3:16])[cH:7][c:8]([O:13][CH3:14])[cH:9][c:10]2[CH2:11][CH2:12]1.[Na+:21]>>[CH2:1]([CH3:2])[N:3]1[CH2:4][c:5]2[c:6]([O:15][CH3:16])[cH:7][c:8]([OH:13])[cH:9][c:10]2[CH2:11][CH2:12]1.